From a dataset of the Open Reaction Database (ORD), a public repository of structured organic reaction records. describe an organic reaction: reactants, conditions, products, and yield Reactants: [N-]=[N+]=[N-] (azide), CC1=CC=C(C=C1)S(=O)(=O)OCC1(OC2=C(C1)C=C(C=C2C2=CC=CC=C2)Cl)C ((±)-(5-chloro-2-methyl-7-phenyl-2,3-dihydro-1-benzofuran-2-yl)methyl 4-methylbenzenesulfonate), N(=[N+]=[N-])CC1(OC2=C(C1)C=C(C=C2C2=CC=CC=C2)Cl)C ((±)-2-(azidomethyl)-5-chloro-2-methyl-7-phenyl-2,3-dihydro-1-benzofuran), [N-]=[N+]=[N-].[Na+] (sodium azide), Intermediate 98, hydrochloride salt. Reagents/catalysts: [Pt] (sulfided platinum on carbon). Product: ClC=1C=C(C2=C(CC(O2)(C)CN)C1)C1=CC=CC=C1 ((±)-1-(5-chloro-2-methyl-7-phenyl-2,3-dihydro-1-benzofuran-2-yl)methanamine). The yield is 64.0%. Reaction SMILES: CC1C=CC(S(OCC2(C)CC3C=C(Cl)C=C(C4C=CC=CC=4)C=3O2)(=O)=O)=CC=1.[N-]=[N+]=[N-].[Na+].[N:34]([CH2:37][C:38]1([CH3:54])[CH2:42][C:41]2[CH:43]=[C:44]([Cl:53])[CH:45]=[C:46]([C:47]3[CH:52]=[CH:51][CH:50]=[CH:49][CH:48]=3)[C:40]=2[O:39]1)=[N+]=[N-].[N-]=[N+]=[N-]>[Pt]>[Cl:53][C:44]1[CH:45]=[C:46]([C:47]2[CH:52]=[CH:51][CH:50]=[CH:49][CH:48]=2)[C:40]2[O:39][C:38]([CH2:37][NH2:34])([CH3:54])[CH2:42][C:41]=2[CH:43]=1 |f:1.2|. Procedure details: Treatment of (±)-(5-chloro-2-methyl-7-{[(trifluoromethyl)sulfonyl]oxy}-2,3-dihydro-1-benzofuran-2-yl)methyl 4-methylbenzenesulfonate (5.00 g, 10.0 mmol) with phenylboronic acid (1.83 g, 15.0 mmol), dichloro[1,1′-bis(diphenylphosphino)ferrocene]palladium(II) dichloromethane adduct (0.82 g, 1.0 mmol), and potassium carbonate (2.76 g, 20.0 mmol) generally according to the procedure described for Intermediate 35 gave (±)-(5-chloro-2-methyl-7-phenyl-2,3-dihydro-1-benzofuran-2-yl)methyl 4-methylbenzen...